Dataset: the Open Reaction Database (ORD), a public repository of structured organic reaction records. Task: describe an organic reaction: reactants, conditions, products, and yield Reactants: C(C1=CC=CC=C1)OC1=CC=2C3=C(C=[N+](C2C=C1)[O-])N=C(N3CC(C)(C)NC(=O)C3CCCCC3)COCC (N-{2-[8-(benzyloxy)-2-(ethoxymethyl)-5-oxido-1H-imidazo[4,5-c]quinolin-1-yl]-1,1-dimethylethyl}cyclohexanecarboxamide), ClC(C(=O)N=C=O)(Cl)Cl (trichloroacetyl isocyanate). Run in ClCCl (dichloromethane). Conditions: time 1 hour. Product: NC1=NC=2C=CC(=CC2C2=C1N=C(N2CC(C)(C)NC(=O)C2CCCCC2)COCC)OCC2=CC=CC=C2 (N-{2-[4-amino-8-(benzyloxy)-2-(ethoxymethyl)-1H-imidazo[4,5-c]quinolin-1-yl]-1,1-dimethylethyl}cyclohexanecarboxamide). The yield is 62.7%. As a reaction SMILES: [CH2:1]([O:8][C:9]1[CH:18]=[CH:17][C:16]2[N+:15]([O-])=[CH:14][C:13]3[N:20]=[C:21]([CH2:36][O:37][CH2:38][CH3:39])[N:22]([CH2:23][C:24]([NH:27][C:28]([CH:30]4[CH2:35][CH2:34][CH2:33][CH2:32][CH2:31]4)=[O:29])([CH3:26])[CH3:25])[C:12]=3[C:11]=2[CH:10]=1)[C:2]1[CH:7]=[CH:6][CH:5]=[CH:4][CH:3]=1.ClC(Cl)(Cl)C([N:44]=C=O)=O>ClCCl>[NH2:44][C:14]1[C:13]2[N:20]=[C:21]([CH2:36][O:37][CH2:38][CH3:39])[N:22]([CH2:23][C:24]([NH:27][C:28]([CH:30]3[CH2:31][CH2:32][CH2:33][CH2:34][CH2:35]3)=[O:29])([CH3:25])[CH3:26])[C:12]=2[C:11]2[CH:10]=[C:9]([O:8][CH2:1][C:2]3[CH:7]=[CH:6][CH:5]=[CH:4][CH:3]=3)[CH:18]=[CH:17][C:16]=2[N:15]=1. Reported procedure: N-{2-[8-(benzyloxy)-2-(ethoxymethyl)-5-oxido-1H-imidazo[4,5-c]quinolin-1-yl]-1,1-dimethylethyl}cyclohexanecarboxamide (2.41 g, 4.55 mmol) was suspended in dichloromethane (75 mL) and trichloroacetyl isocyanate (0.70 mL, 5.92 mmol) was added dropwise. After stirring for 1 hour, the volatiles were removed under reduced pressure. The resulting orange residue was dissolved in methanol (75 mL) and 6 mL of sodium methoxide (21% in methanol) was added. The reaction was stirred overnight and then the me...